Dataset: the Open Reaction Database (ORD), a public repository of structured organic reaction records. Task: describe an organic reaction: reactants, conditions, products, and yield The reactants are Cc1c(OCC(F)(F)F)ccnc1CSc1nc2ccccc2[nH]1, CC#N, CN(C)C=O, CCOC(C)=O, CC(=O)O, [Cl-], O=C1CCC(=O)N1Cl, [Na+], [Na+], [Na+], [Na+], [OH-], O, O=S([O-])([O-])=S. Product: Cc1c(OCC(F)(F)F)ccnc1CS(=O)c1nc2ccccc2[nH]1. RXN SMILES: [CH3:1][c:2]1[c:3]([CH2:14][S:15][c:16]2[n:17][c:18]3[c:19]([nH:20]2)[cH:21][cH:22][cH:23][cH:24]3)[n:4][cH:5][cH:6][c:7]1[O:8][CH2:9][C:10]([F:11])([F:12])[F:13].[CH3:44][C:45]#[N:46].[CH3:47][N:48]([CH3:49])[CH:50]=[O:51].[CH3:52][CH2:53][O:54][C:55](=[O:56])[CH3:57].[CH3:58][C:59](=[O:60])[OH:61].[Cl-:43].[Cl:27][N:28]1[C:29](=[O:31])[CH2:32][CH2:33][C:34]1=[O:30].[Na+:26].[Na+:40].[Na+:41].[Na+:42].[OH-:25].[OH2:62].[S:35]([O-:36])([O-:37])(=[O:38])=[S:39]>>[CH3:1][c:2]1[c:3]([CH2:14][S:15]([c:16]2[nH:17][c:18]3[c:19]([n:20]2)[cH:21][cH:22][cH:23][cH:24]3)=[O:30])[n:4][cH:5][cH:6][c:7]1[O:8][CH2:9][C:10]([F:11])([F:12])[F:13]. Product: C(CCCCCCCCCCCCCCC)(=O)OC(C(=O)N[C@@H](C(C)C)C(=O)N[C@@H](CCC(=O)OCC1=CC=CC=C1)C(=O)OCC1=CC=CC=C1)CCCCCCCCCCCCCC (dibenzyl N-[N-(2-hexadecanoyloxyhexadecanoyl)-L-valyl]-L-glutamate). Reported procedure: Starting from N-(2-hexadecanoyloxyhexadecanoyl)-L-valine (2.4 g) prepared by the method of Preparation B-2 and dibenzyl L-glutamate (1.26 g), dibenzyl N-[N-(2-hexadecanoyloxyhexadecanoyl)-L-valyl]-L-glutamate (3.2 g) was obtained as crystals according to a similar manner to that of Example 2. M.p. 65° C. Reaction SMILES: [C:1]([O:18][CH:19]([CH2:30][CH2:31][CH2:32][CH2:33][CH2:34][CH2:35][CH2:36][CH2:37][CH2:38][CH2:39][CH2:40][CH2:41][CH2:42][CH3:43])[C:20]([NH:22][C@H:23]([C:27]([OH:29])=O)[CH:24]([CH3:26])[CH3:25])=[O:21])(=[O:17])[CH2:2][CH2:3][CH2:4][CH2:5][CH2:6][CH2:7][CH2:8][CH2:9][CH2:10][CH2:11][CH2:12][CH2:13][CH2:14][CH2:15][CH3:16].[NH2:44][C@H:45]([C:58]([O:60][CH2:61][C:62]1[CH:67]=[CH:66][CH:65]=[CH:64][CH:63]=1)=[O:59])[CH2:46][CH2:47][C:48]([O:50][CH2:51][C:52]1[CH:57]=[CH:56][CH:55]=[CH:54][CH:53]=1)=[O:49]>>[C:1]([O:18][CH:19]([CH2:30][CH2:31][CH2:32][CH2:33][CH2:34][CH2:35][CH2:36][CH2:37][CH2:38][CH2:39][CH2:40][CH2:41][CH2:42][CH3:43])[C:20]([NH:22][C@H:23]([C:27]([NH:44][C@H:45]([C:58]([O:60][CH2:61][C:62]1[CH:63]=[CH:64][CH:65]=[CH:66][CH:67]=1)=[O:59])[CH2:46][CH2:47][C:48]([O:50][CH2:51][C:52]1[CH:57]=[CH:56][CH:55]=[CH:54][CH:53]=1)=[O:49])=[O:29])[CH:24]([CH3:25])[CH3:26])=[O:21])(=[O:17])[CH2:2][CH2:3][CH2:4][CH2:5][CH2:6][CH2:7][CH2:8][CH2:9][CH2:10][CH2:11][CH2:12][CH2:13][CH2:14][CH2:15][CH3:16]. The yield is 90.4%. The reactants are C(CCCCCCCCCCCCCCC)(=O)OC(C(=O)N[C@@H](C(C)C)C(=O)O)CCCCCCCCCCCCCC (N-(2-hexadecanoyloxyhexadecanoyl)-L-valine), N[C@@H](CCC(=O)OCC1=CC=CC=C1)C(=O)OCC1=CC=CC=C1 (dibenzyl L-glutamate).